From a dataset of the Open Reaction Database (ORD), a public repository of structured organic reaction records. describe an organic reaction: reactants, conditions, products, and yield Reported procedure: The mixture of 5-(3,4-dichlorophenyl)bicyclo[3.1.0]hexan-2-one (110 mg, 0.45 mmol) in DCE (3 mL) and dimethylamine (2M solution in THF, 5 mL, 4.5 mmol) was treated with sodium triacetoxyborohydride (95 mg, 0.45 mmol) at room temperature. The reaction mixture was stirred for 0.5 h, then the reaction mixture was diluted with saturated NaHCO3, extracted with CH2Cl2(3×), dried over K2CO3, filtered and concentrated in vacuo to afford the target compound. The oily crude residue (96 mg, 79%) was conver... Run in C(=O)(O)[O-].[Na+] (NaHCO3), ClCCCl (DCE). Conditions: time 0.5 hour. Reactants: crude residue, Cl (HCl), ClC=1C=C(C=CC1Cl)C12CCC(C2C1)=O (5-(3,4-dichlorophenyl)bicyclo[3.1.0]hexan-2-one), CNC (dimethylamine), C(C)(=O)O[BH-](OC(C)=O)OC(C)=O.[Na+] (sodium triacetoxyborohydride). As a reaction SMILES: [Cl:1][C:2]1[CH:3]=[C:4]([C:9]23[CH2:14][CH:13]2[C:12](=O)[CH2:11][CH2:10]3)[CH:5]=[CH:6][C:7]=1[Cl:8].[CH3:16][NH:17][CH3:18].C(O[BH-](OC(=O)C)OC(=O)C)(=O)C.[Na+].Cl>ClCCCl.C([O-])(O)=O.[Na+]>[ClH:1].[CH3:16][N:17]([CH3:18])[CH:12]1[CH2:11][CH2:10][C:9]2([C:4]3[CH:5]=[CH:6][C:7]([Cl:8])=[C:2]([Cl:1])[CH:3]=3)[CH:13]1[CH2:14]2 |f:2.3,6.7,8.9|. Product: Cl.CN(C1C2CC2(CC1)C1=CC(=C(C=C1)Cl)Cl)C (N,N-dimethyl-5-(3,4-dichlorophenyl)bicyclo[3.1.0]hexan-2-amine hydrochloride). Starting materials: Cc1ccc(S(=O)(=O)OCC2(O)Cn3c(=O)cnc4ccc(F)c2c43)cc1, CCO, CN(C)C=O, CC(C)(C)OC(=O)NC1CCNCC1, [Na+], [Na+], O=C([O-])[O-]. Yields the product CC(C)(C)OC(=O)NC1CCN(CC2(O)Cn3c(=O)cnc4ccc(F)c2c43)CC1. Reaction SMILES: [CH3:1][c:2]1[cH:3][cH:4][c:5]([S:6]([O:7][CH2:12][C:13]2([OH:27])[CH2:14][n:15]3[c:16](=[O:26])[cH:17][n:18][c:19]4[cH:20][cH:21][c:22]([F:25])[c:23]2[c:24]34)(=[O:8])=[O:9])[cH:10][cH:11]1.[CH3:48][CH2:49][OH:50].[CH3:51][N:52]([CH3:53])[CH:54]=[O:55].[NH:28]1[CH2:29][CH2:30][CH:31]([NH:34][C:35]([O:36][C:37]([CH3:38])([CH3:39])[CH3:40])=[O:41])[CH2:32][CH2:33]1.[Na+:42].[Na+:43].[O-:44][C:45](=[O:46])[O-:47]>>[CH2:12]([C:13]1([OH:27])[CH2:14][n:15]2[c:16](=[O:26])[cH:17][n:18][c:19]3[cH:20][cH:21][c:22]([F:25])[c:23]1[c:24]23)[N:28]1[CH2:29][CH2:30][CH:31]([NH:34][C:35]([O:36][C:37]([CH3:38])([CH3:39])[CH3:40])=[O:41])[CH2:32][CH2:33]1. The reactants are C(C1=CC=CC=C1)[C@@H]1[C@@H](CN(CC1)CCS(=O)(=O)C1=CC=C(C=C1)OC(C1=CC=C(C=C1)CCl)=O)O (4-chloromethyl-benzoic acid (3S,4S)-4-[2-(4-benzyl-3-hydroxy-piperidin-1-yl)-ethanesulfonyl]-phenyl ester), CN1CCNCC1 (4-methylpiperazin). Yields the product C(C1=CC=CC=C1)[C@@H]1[C@@H](CN(CC1)CCS(=O)(=O)C1=CC=C(C=C1)OC(C1=CC=C(C=C1)CN1CCN(CC1)C)=O)O (4-(4-Methyl-piperazin-1-ylmethyl)-benzoic Acid (3S,4S)-4-[2-(4-benzyl-3-hydroxy-piperidin-1-yl)-ethanesulfonyl]-phenyl Ester). Yield: 27.0%. Reaction SMILES: [CH2:1]([C@H:8]1[CH2:13][CH2:12][N:11]([CH2:14][CH2:15][S:16]([C:19]2[CH:24]=[CH:23][C:22]([O:25][C:26](=[O:35])[C:27]3[CH:32]=[CH:31][C:30]([CH2:33]Cl)=[CH:29][CH:28]=3)=[CH:21][CH:20]=2)(=[O:18])=[O:17])[CH2:10][C@H:9]1[OH:36])[C:2]1[CH:7]=[CH:6][CH:5]=[CH:4][CH:3]=1.[CH3:37][N:38]1[CH2:43][CH2:42][NH:41][CH2:40][CH2:39]1>>[CH2:1]([C@H:8]1[CH2:13][CH2:12][N:11]([CH2:14][CH2:15][S:16]([C:19]2[CH:24]=[CH:23][C:22]([O:25][C:26](=[O:35])[C:27]3[CH:32]=[CH:31][C:30]([CH2:33][N:41]4[CH2:42][CH2:43][N:38]([CH3:37])[CH2:39][CH2:40]4)=[CH:29][CH:28]=3)=[CH:21][CH:20]=2)(=[O:18])=[O:17])[CH2:10][C@H:9]1[OH:36])[C:2]1[CH:7]=[CH:6][CH:5]=[CH:4][CH:3]=1. Procedure: The title compound was prepared from 4-chloromethyl-benzoic acid (3S,4S)-4-[2-(4-benzyl-3-hydroxy-piperidin-1-yl)-ethanesulfonyl]-phenyl ester and 4-methylpiperazin in 27% yield as a colorless oil. Starting materials: C(C1=CC=CC=C1)O[C@@H](C)[C@@H](CCC1=CC=CC2=CC=CC=C12)N1C=NC(=C1)C(=O)N (1-[(2S,3R)-2-benzyloxy-5-(1-naphthyl)-3-pentyl]imidazole-4-carboxamide). The reagents and catalysts are [OH-].[Pd+2].[OH-] (palladium hydroxide). The solvent is C(C)O (ethanol), C1=CCCCC1 (cyclohexene). Product: O[C@@H](C)[C@@H](CCC1=CC=CC2=CC=CC=C12)N1C=NC(=C1)C(=O)N (1-[(2S,3R)-2-hydroxy-5-(1-naphthyl)-3-pentyl]imidazole-4-carboxamide). The yield is 68.3%. Reaction SMILES: C([O:8][C@H:9]([C@H:11]([N:24]1[CH:28]=[C:27]([C:29]([NH2:31])=[O:30])[N:26]=[CH:25]1)[CH2:12][CH2:13][C:14]1[C:23]2[C:18](=[CH:19][CH:20]=[CH:21][CH:22]=2)[CH:17]=[CH:16][CH:15]=1)[CH3:10])C1C=CC=CC=1>C(O)C.C1CCCCC=1.[OH-].[Pd+2].[OH-]>[OH:8][C@H:9]([C@H:11]([N:24]1[CH:28]=[C:27]([C:29]([NH2:31])=[O:30])[N:26]=[CH:25]1)[CH2:12][CH2:13][C:14]1[C:23]2[C:18](=[CH:19][CH:20]=[CH:21][CH:22]=2)[CH:17]=[CH:16][CH:15]=1)[CH3:10] |f:3.4.5|. Procedure: 1-[(2S,3R)-2-benzyloxy-5-(1-naphthyl)-3-pentyl]imidazole-4-carboxamide (obtained in Example 17 or 20) (5.07 g) was dissolved in a mixture of ethanol (300 ml) and cyclohexene (150 ml) and then palladium hydroxide (20% on carbon, 5.0 g) was added. The mixture was heated under reflux for 3 days. After cooling, the catalyst was filtered and washed with ethanol. The combined filtrate and washings were concentrated in vacuo. Flash chromatography (dichloromethane:methanol=10:1) gave 1-[(2S,3R)-2-hydrox... Starting materials: C(C=C)(=O)Cl (Acryloyl chloride), C1=CC=CC=C1 (benzene), O (water), N(C1=CC=CC=C1)\C(=C/C(=O)OCC)\C (Ethyl β-anilinocrotonate), C1=CC=CC=C1 (benzene), 11. Reaction conditions: time 1 hour. Yields the product C(=O)(OCC)C=1CCC(N(C1C)C1=CC=C(C=C1)Cl)=O (5-carbethoxy-N-(4-chlorophenyl)-6-methyl-3,4-dihydropyrid-2-one). Reaction SMILES: [NH:1](/[C:8](/[CH3:15])=[CH:9]\[C:10]([O:12][CH2:13][CH3:14])=[O:11])[C:2]1[CH:7]=[CH:6]C=CC=1.[C:16]([Cl:20])(=O)[CH:17]=[CH2:18].[OH2:21].[CH:22]1[CH:27]=CC=C[CH:23]=1>>[C:10]([C:9]1[CH2:23][CH2:22][C:27](=[O:21])[N:1]([C:2]2[CH:7]=[CH:6][C:16]([Cl:20])=[CH:17][CH:18]=2)[C:8]=1[CH3:15])([O:12][CH2:13][CH3:14])=[O:11]. Procedure: Ethyl β-anilinocrotonate (23.9 g) is dissolved in dry benzene (200 ml) and placed in a flask under a nitrogen atmosphere. Acryloyl chloride (10 g) is dissolved in additional dry benzene (200 ml) and drop-added via a sidearm additional funnel over the course of 11/2 hour. The reaction mixture is allowed to stand at about 25° for one hour, and then poured into water and extracted with methylene chloride. Evaporation of the solvent yields crude 5-carbethoxy-N-(4-chlorophenyl)-6-methyl-3,4-dihydropy...